Dataset: the Open Reaction Database (ORD), a public repository of structured organic reaction records. Task: describe an organic reaction: reactants, conditions, products, and yield Reaction SMILES: [CH3:20][C:21]([O:22][I:23]1([O:33][C:34]([CH3:35])=[O:36])([O:37][C:38]([CH3:39])=[O:40])[c:24]2[c:25]([cH:26][cH:27][cH:28][cH:29]2)[C:30](=[O:31])[O:32]1)=[O:41].[Cl:42][CH2:43][Cl:44].[c:1]1([CH3:19])[cH:2][cH:3][c:4]([S:7](=[O:8])(=[O:9])[n:10]2[n:11][c:12]([CH:15]([CH2:16][CH3:17])[OH:18])[cH:13][cH:14]2)[cH:5][cH:6]1>>[c:1]1([CH3:19])[cH:2][cH:3][c:4]([S:7](=[O:8])(=[O:9])[n:10]2[n:11][c:12]([C:15]([CH2:16][CH3:17])=[O:18])[cH:13][cH:14]2)[cH:5][cH:6]1. The product is CCC(=O)c1ccn(S(=O)(=O)c2ccc(C)cc2)n1. Starting materials: CC(=O)OI1(OC(C)=O)(OC(C)=O)OC(=O)c2ccccc21, ClCCl, CCC(O)c1ccn(S(=O)(=O)c2ccc(C)cc2)n1. The reactants are BrC1=CC2=C(N(C(C3=C(N=CC=C23)C)=O)C)C=C1OC[C@H](CC(C)C)N1C(C2=CC=CC=C2C1=O)=O ((S)-2-(1-((9-bromo-4,6-dimethyl-5-oxo-5,6-dihydrobenzo[c][2,7]naphthyridin-8-yl)oxy)-4-methylpentan-2-yl)isoindoline-1,3-dione), C(CCC)[Sn](C(=C)OCC)(CCCC)CCCC (tributyl(1-ethoxyvinyl)stannane). The reagents and catalysts are C1=CC=C(C=C1)P([C-]2C=CC=C2)C3=CC=CC=C3.C1=CC=C(C=C1)P([C-]2C=CC=C2)C3=CC=CC=C3.[Fe+2] (DPPF), C=1C=CC(=CC1)/C=C/C(=O)/C=C/C2=CC=CC=C2.C=1C=CC(=CC1)/C=C/C(=O)/C=C/C2=CC=CC=C2.C=1C=CC(=CC1)/C=C/C(=O)/C=C/C2=CC=CC=C2.[Pd].[Pd] (Pd2(dba)3). The solvent is O1CCOCC1 (1,4-dioxane). Reaction conditions: temperature 100 celsius. The product is C(C)OC(=C)C1=CC2=C(N(C(C3=C(N=CC=C23)C)=O)C)C=C1OC[C@H](CC(C)C)N1C(C2=CC=CC=C2C1=O)=O ((S)-2-(1-((9-(1-ethoxyvinyl)-4,6-dimethyl-5-oxo-5,6-dihydrobenzo[c][2,7]naphthyridin-8-yl)oxy)-4-methylpentan-2-yl)isoindoline-1,3-dione). Yield: 72.0%. As a reaction SMILES: Br[C:2]1[C:18]([O:19][CH2:20][C@@H:21]([N:26]2[C:34](=[O:35])[C:33]3[C:28](=[CH:29][CH:30]=[CH:31][CH:32]=3)[C:27]2=[O:36])[CH2:22][CH:23]([CH3:25])[CH3:24])=[CH:17][C:5]2[N:6]([CH3:16])[C:7](=[O:15])[C:8]3[C:13]([C:4]=2[CH:3]=1)=[CH:12][CH:11]=[N:10][C:9]=3[CH3:14].C([Sn](CCCC)(CCCC)[C:42]([O:44][CH2:45][CH3:46])=[CH2:43])CCC>O1CCOCC1.C1C=CC(P(C2C=CC=CC=2)[C-]2C=CC=C2)=CC=1.C1C=CC(P(C2C=CC=CC=2)[C-]2C=CC=C2)=CC=1.[Fe+2].C1C=CC(/C=C/C(/C=C/C2C=CC=CC=2)=O)=CC=1.C1C=CC(/C=C/C(/C=C/C2C=CC=CC=2)=O)=CC=1.C1C=CC(/C=C/C(/C=C/C2C=CC=CC=2)=O)=CC=1.[Pd].[Pd]>[CH2:45]([O:44][C:42]([C:2]1[C:18]([O:19][CH2:20][C@@H:21]([N:26]2[C:34](=[O:35])[C:33]3[C:28](=[CH:29][CH:30]=[CH:31][CH:32]=3)[C:27]2=[O:36])[CH2:22][CH:23]([CH3:25])[CH3:24])=[CH:17][C:5]2[N:6]([CH3:16])[C:7](=[O:15])[C:8]3[C:13]([C:4]=2[CH:3]=1)=[CH:12][CH:11]=[N:10][C:9]=3[CH3:14])=[CH2:43])[CH3:46] |f:3.4.5,6.7.8.9.10|. Reported procedure: A solution of (S)-2-(1-((9-bromo-4,6-dimethyl-5-oxo-5,6-dihydrobenzo[c][2,7]naphthyridin-8-yl)oxy)-4-methylpentan-2-yl)isoindoline-1,3-dione (100 mg, 0.182 mmol), tributyl(1-ethoxyvinyl)stannane (132 mg, 0.365 mmol), DPPF (20.22 mg, 0.036 mmol) and Pd2(dba)3 (16.70 mg, 0.018 mmol) in 1,4-dioxane (5 mL) was purged with nitrogen for 5 min then heated at 100° C. overnight. After cooling to ambient temperature, the volatiles were concentrated under reduced pressure. The residue was taken up in ethyl...